From a dataset of the Open Reaction Database (ORD), a public repository of structured organic reaction records. describe an organic reaction: reactants, conditions, products, and yield Starting materials: N1C(=NC=C1)CC=1C=C(SC1)C(CCC(=O)O)=O (4-[4-(1-imidazolylmethyl)-thien-2-yl]-4-oxobutyric acid), O.NN (hydrazine hydrate). The solvent is O (water). Conditions: temperature 90 celsius, time 2 hour. The product is N1C(=NC=C1)CC=1C=C(SC1)C=1CCC(NN1)=O (6-[4-(1-Imidazolylmethyl)-thien-2-yl]-3-oxo-2,3,4,5-tetrahydro-pyridazine). Reaction SMILES: [NH:1]1[CH:5]=[CH:4][N:3]=[C:2]1[CH2:6][C:7]1[CH:8]=[C:9]([C:12](=O)[CH2:13][CH2:14][C:15]([OH:17])=O)[S:10][CH:11]=1.O.[NH2:20][NH2:21]>O>[NH:1]1[CH:5]=[CH:4][N:3]=[C:2]1[CH2:6][C:7]1[CH:8]=[C:9]([C:12]2[CH2:13][CH2:14][C:15](=[O:17])[NH:20][N:21]=2)[S:10][CH:11]=1 |f:1.2|. Procedure: A mixture of 5.6 g of 4-[4-(1-imidazolylmethyl)-thien-2-yl]-4-oxobutyric acid, 1.1 g hydrazine hydrate and 50 ml water was stirred for 2 hours at 90° C. After cooling, the precipitated solid was filtered off, washed with water and dried. Starting materials: O1C(=CC=C2CC=3CCNC3C=C21)C(=O)O (6,7-dihydro-5H-pyrano[3,2-f]indole-2-carboxylic acid), O1C(C=CC2=C1C=1C=CNC1CC2)C(=O)O (5,6-dihydro-7H-pyrano[2,3-e]indole-2-carboxylic acid), N1C(=CC2=CC=C3C(=C12)CCCO3)C(=O)O (7,8-dihydro-9H-pyrano[2,3 g]indole-2-carboxylic acid). Yields the product N1C=CC2=CC=C3C(=C12)CCCO3 (7,8-Dihydro-9H-pyrano[2,3-g]indole), 6,7-dihydro-5H-pyrano[3,2-g]indole, O1CC=CC2=C1C=1C=CNC1CC2 (5,6- dihydro-7H-pyrano[2,3-e]indole). Reaction SMILES: [NH:1]1[C:9]2[C:4](=[CH:5][CH:6]=[C:7]3[O:13][CH2:12][CH2:11][CH2:10][C:8]3=2)[CH:3]=[C:2]1C(O)=O.[O:17]1[C:29]2[C:21]([CH2:22][C:23]3[CH2:24][CH2:25][NH:26][C:27]=3[CH:28]=2)=[CH:20][CH:19]=[C:18]1C(O)=O.O1C2C3C=CNC=3CCC=2C=CC1C(O)=O>>[NH:1]1[C:9]2[C:4](=[CH:5][CH:6]=[C:7]3[O:13][CH2:12][CH2:11][CH2:10][C:8]3=2)[CH:3]=[CH:2]1.[O:17]1[C:29]2[C:28]3[CH:24]=[CH:25][NH:26][C:27]=3[CH2:23][CH2:22][C:21]=2[CH:20]=[CH:19][CH2:18]1. Procedure details: 7,8-Dihydro-9H-pyrano[2,3-g]indole, 6,7-dihydro-5H-pyrano[3,2-g]indole and 5,6- dihydro-7H-pyrano[2,3-e]indole were prepared according to the procedure described in Example 3, using a mixture [(2,3-g):(3,2-J):(2,3-e)-11:1:4] of 7,8-dihydro-9H-pyrano[2,3 g]indole-2-carboxylic acid, 6,7-dihydro-5H-pyrano[3,2-f]indole-2-carboxylic acid and 5,6-dihydro-7H-pyrano[2,3-e]indole-2-carboxylic acid (3.12 g, 14.4 mmol) to produce, after flash column chromatography (and without further separation on a secon... The reactants are C1=CC=CC=2OC3=CC=CC=C3N(C12)CCOC1=CC=C(C=C1)C=C(C(=O)OCC)OC1=CC=CC=C1 (Ethyl 3-[4-[2-(Phenoxazin-10-yl)ethoxy]phenyl]-2-phenoxypropenoate), [Mg] (magnesium). Run in CO (methanol). Product: C1=CC=CC=2OC3=CC=CC=C3N(C12)CCOC1=CC=C(C=C1)CC(C(=O)OC)OC1=CC=CC=C1 ((±)Methyl 3-[4-[2-(Phenoxazin-10-yl)ethoxy]phenyl]-2-phenoxypropanoate). Isolated yield 84.9%. RXN SMILES: [CH:1]1[C:14]2[N:13]([CH2:15][CH2:16][O:17][C:18]3[CH:23]=[CH:22][C:21]([CH:24]=[C:25]([O:31][C:32]4[CH:37]=[CH:36][CH:35]=[CH:34][CH:33]=4)[C:26]([O:28][CH2:29]C)=[O:27])=[CH:20][CH:19]=3)[C:12]3[C:7](=[CH:8][CH:9]=[CH:10][CH:11]=3)[O:6][C:5]=2[CH:4]=[CH:3][CH:2]=1.[Mg]>CO>[CH:11]1[C:12]2[N:13]([CH2:15][CH2:16][O:17][C:18]3[CH:23]=[CH:22][C:21]([CH2:24][CH:25]([O:31][C:32]4[CH:33]=[CH:34][CH:35]=[CH:36][CH:37]=4)[C:26]([O:28][CH3:29])=[O:27])=[CH:20][CH:19]=3)[C:14]3[C:5](=[CH:4][CH:3]=[CH:2][CH:1]=3)[O:6][C:7]=2[CH:8]=[CH:9][CH:10]=1. Procedure details: A solution of ethyl diethylphosphino phenoxy acetate in dry THF was added slowly to a stirred ice cooled suspension of sodium hydride in dry THF under nitrgen atmosphere. The mixture was stirred at 0° C. for 30 min. and added a solution of 4-[2-(Phenoxazin-10-yl)ethoxy]benzaldehyde in dry THF dropwise at ice temperate. The mixture was allowed to warm to room temperature and stirred for overnight. The solvent was evaporated under reduced pressure, residue was diluted with water and extracted with... The reactants are C(C)(C)(C)OC(NC1=C(C=C(C(=C1)C)Cl)NC(CC(C1=CC(=CC=C1)C1=NC=CN=C1)=O)=O)=O ({4-chloro-5-methyl-2-[3-oxo-3-(3-pyrazin-2-yl-phenyl)-propionylamino]-phenyl}-carbamic acid tert-butyl ester), C(=O)(C(F)(F)F)O (TFA). The solvent is C(Cl)Cl (CH2Cl2). The product is ClC=1C(=CC2=C(NC(CC(=N2)C2=CC(=CC=C2)C2=NC=CN=C2)=O)C1)C (8-Chloro-7-methyl-4-(3-pyrazin-2-yl-phenyl)-1,3-dihydro-benzo[b][1,4]diazepin-2-one), solid. The yield is 89.0%. Reaction SMILES: C(OC(=O)[NH:7][C:8]1[CH:13]=[C:12]([CH3:14])[C:11]([Cl:15])=[CH:10][C:9]=1[NH:16][C:17](=[O:33])[CH2:18][C:19](=O)[C:20]1[CH:25]=[CH:24][CH:23]=[C:22]([C:26]2[CH:31]=[N:30][CH:29]=[CH:28][N:27]=2)[CH:21]=1)(C)(C)C.C(O)(C(F)(F)F)=O>C(Cl)Cl>[Cl:15][C:11]1[C:12]([CH3:14])=[CH:13][C:8]2[N:7]=[C:19]([C:20]3[CH:25]=[CH:24][CH:23]=[C:22]([C:26]4[CH:31]=[N:30][CH:29]=[CH:28][N:27]=4)[CH:21]=3)[CH2:18][C:17](=[O:33])[NH:16][C:9]=2[CH:10]=1. Procedure: The title compound was prepared from {4-chloro-5-methyl-2-[3-oxo-3-(3-pyrazin-2-yl-phenyl)-propionylamino]-phenyl}-carbamic acid tert-butyl ester (Example M79) (0.31 g, 0.64 mmol) by treatment with TFA in CH2Cl2 according to the general procedure N. Obtained as an off-white solid (208 mg, 89%). Reactants: O (water), BrCCCCC(C)C (1-bromo-5-methylhexane), [H-].[Na+] (sodium hydride), NC1=C(C=C(C2=C1C(C=C(O2)C2=CC(=C(C=C2)NC(C(C)(C)C)=O)F)=O)F)F (5-amino-6,8-difluoro-2-(3-fluoro-4-pivaloylaminophenyl)-4H-1-benzopyran-4-one). Run in CN(C=O)C (dimethylformamide). Run at time 5.5 hour. Yields the product FC=1C=C(C2=C(C(C=C(O2)C2=CC(=C(C=C2)NC(C(C)(C)C)=O)F)=O)C1NCCCCC(C)C)F (6,8-difluoro-2-(3-fluoro-4-pivaloylaminophenyl)-5-(5-methylhexylamino)-4H-1-benzopyran-4-one). Isolated yield 71.2%. RXN SMILES: [NH2:1][C:2]1[C:7]2[C:8](=[O:26])[CH:9]=[C:10]([C:12]3[CH:17]=[CH:16][C:15]([NH:18][C:19](=[O:24])[C:20]([CH3:23])([CH3:22])[CH3:21])=[C:14]([F:25])[CH:13]=3)[O:11][C:6]=2[C:5]([F:27])=[CH:4][C:3]=1[F:28].Br[CH2:30][CH2:31][CH2:32][CH2:33][CH:34]([CH3:36])[CH3:35].[H-].[Na+].O>CN(C)C=O>[F:28][C:3]1[CH:4]=[C:5]([F:27])[C:6]2[O:11][C:10]([C:12]3[CH:17]=[CH:16][C:15]([NH:18][C:19](=[O:24])[C:20]([CH3:23])([CH3:22])[CH3:21])=[C:14]([F:25])[CH:13]=3)=[CH:9][C:8](=[O:26])[C:7]=2[C:2]=1[NH:1][CH2:30][CH2:31][CH2:32][CH2:33][CH:34]([CH3:36])[CH3:35] |f:2.3|. Reported procedure: 853 mg (2.19mmol) of 5-amino-6,8-difluoro-2-(3-fluoro-4-pivaloylaminophenyl)-4H-1-1-benzopyran-4-one obtained in Example 66 was dissolved in 20 mL of dimethylformamide under argon atmosphere, 788 mg (4.38 mmol) of 1-bromo-5-methylhexane and 266 mg (6.65mmol) of sodium hydride (60% oil dispersion) were added under ice-cooling and the mixture was stirred at room temperature for 5.5 hours. The reaction solution was cooled on ice, water was added and the mixture was extracted with ethyl acetate. The... The reactants are I[C@H](CCCC(=O)OC)[C@H]1C[C@H]2[C@H](C[C@H]([C@H]2\C=C\[C@H]([C@@H](CCCC)F)O)C)O1 ([5R,6R,8R,9S,11R,12S,15R,16R]-methyl 5-iodo-6,9-epoxy-11-methyl-16-fluoro-15-hydroxyprost-(13E)-enoate), C(CCC)[SnH](CCCC)CCCC (tri-n-butyltin hydride), N(=NC(C#N)(C)C)C(C#N)(C)C (2,2'-azobis (2-methylpropionitrile)). Solvent: CCCCCC (hexane). Run at temperature 50 celsius. Yields the product O1[C@@H](CCCCC(=O)OC)C[C@H]2[C@@H]1C[C@H]([C@H]2\C=C\[C@H]([C@@H](CCCC)F)O)C ([6S,8R,9S,11R,12S,15R,16R]methyl 6,9-epoxy-11-methyl-16-fluoro-15-hydroxyprost-(13E)-enoate). The yield is 95.6%. RXN SMILES: I[C@@H:2]([C@@H:10]1[O:28][C@H:13]2[CH2:14][C@@H:15]([CH3:27])[C@@H:16](/[CH:17]=[CH:18]/[C@@H:19]([OH:26])[C@H:20]([F:25])[CH2:21][CH2:22][CH2:23][CH3:24])[C@H:12]2[CH2:11]1)[CH2:3][CH2:4][CH2:5][C:6]([O:8][CH3:9])=[O:7].C([SnH](CCCC)CCCC)CCC.N(C(C)(C)C#N)=NC(C)(C)C#N>CCCCCC>[O:28]1[C@H:13]2[CH2:14][C@@H:15]([CH3:27])[C@@H:16](/[CH:17]=[CH:18]/[C@@H:19]([OH:26])[C@H:20]([F:25])[CH2:21][CH2:22][CH2:23][CH3:24])[C@H:12]2[CH2:11][C@@H:10]1[CH2:2][CH2:3][CH2:4][CH2:5][C:6]([O:8][CH3:9])=[O:7]. Reported procedure: To a solution of 1.0 g of [5R,6R,8R,9S,11R,12S,15R,16R]-methyl 5-iodo-6,9-epoxy-11-methyl-16-fluoro-15-hydroxyprost-(13E)-enoate in 50 ml of hexane was added 0.75 g of tri-n-butyltin hydride and a catalytic amount of 2,2'-azobis (2-methylpropionitrile). This solution was warmed to 50° C. for three hours after which the solvent was removed and the residual materials separated by silica gel chromatography to give 0.72 g of [6S,8R,9S,11R,12S,15R,16R]methyl 6,9-epoxy-11-methyl-16-fluoro-15-hydroxypr... Yield: 67.5%. The reactants are ClC1=CC=NC2=CC(=C(C=C12)OC)OC (4-Chloro-6,7-dimethoxyquinoline), C1=C(C=CC2=CC=CC=C12)O (β-naphthol). Product: COC=1C=C2C(=CC=NC2=CC1OC)OC1=CC2=CC=CC=C2C=C1 (6,7-Dimethoxy-4-(2-naphthyloxy)quinoline). Reported procedure: 4-Chloro-6,7-dimethoxyquinoline (45 mg) and commercially available β-naphthol (144 mg) were mixed and stirred at 180° C. for 2 hours, and the reaction mixture was then purified in the same manner as described in Example 2 to obtain 45 mg of the title compound (yield: 68%). Conditions: temperature 180 celsius, time 2 hour. Reaction SMILES: Cl[C:2]1[C:11]2[C:6](=[CH:7][C:8]([O:14][CH3:15])=[C:9]([O:12][CH3:13])[CH:10]=2)[N:5]=[CH:4][CH:3]=1.[CH:16]1[C:25]2[C:20](=[CH:21][CH:22]=[CH:23][CH:24]=2)[CH:19]=[CH:18][C:17]=1[OH:26]>>[CH3:13][O:12][C:9]1[CH:10]=[C:11]2[C:6](=[CH:7][C:8]=1[O:14][CH3:15])[N:5]=[CH:4][CH:3]=[C:2]2[O:26][C:17]1[CH:18]=[CH:19][C:20]2[C:25](=[CH:24][CH:23]=[CH:22][CH:21]=2)[CH:16]=1.